From a dataset of the Open Reaction Database (ORD), a public repository of structured organic reaction records. describe an organic reaction: reactants, conditions, products, and yield RXN SMILES: CON(C)[C:4]([C:6]1[C:15](=[O:16])[C:14]2[C:9](=[CH:10][CH:11]=[CH:12][CH:13]=2)[N:8]([CH2:17][C:18]2[CH:23]=[CH:22][CH:21]=[C:20]([Br:24])[N:19]=2)[CH:7]=1)=[O:5]>C1COCC1.C(C1C=CC([Mg]Br)=CC=1)C>[Br:24][C:20]1[N:19]=[C:18]([CH2:17][N:8]2[C:9]3[C:14](=[CH:13][CH:12]=[CH:11][CH:10]=3)[C:15](=[O:16])[C:6]([C:4](=[O:5])[C:13]3[CH:12]=[CH:11][CH:10]=[CH:9][C:14]=3[CH3:15])=[CH:7]2)[CH:23]=[CH:22][CH:21]=1. Reported procedure: Experimental conditions analogous to those described for Step 6 of Example 60 from 90 mg (0.22 mmol) of 1-(6-bromo-pyridin-2-ylmethyl)-4-oxo-1,4-dihydro-quinoline-3-carboxylic acid methoxy-methyl-amide in 1 mL THF and 0.49 mL 1M 4-ethylphenylmagnesium bromide. Yield: 55 mg of a white solid. LC-MSD, m/z for C23H17BrN2O2 [M+H]+=433.0, 435.0; HPLC retention time: 2.5 min. Run in C(C)C1=CC=C(C=C1)[Mg]Br (4-ethylphenylmagnesium bromide), C1CCOC1 (THF). Reactants: CON(C(=O)C1=CN(C2=CC=CC=C2C1=O)CC1=NC(=CC=C1)Br)C (1-(6-bromo-pyridin-2-ylmethyl)-4-oxo-1,4-dihydro-quinoline-3-carboxylic acid methoxy-methyl-amide), white solid. Yields the product BrC1=CC=CC(=N1)CN1C=C(C(C2=CC=CC=C12)=O)C(C1=C(C=CC=C1)C)=O (1-(6-Bromo-pyridin-2-ylmethyl)-3-(2-methyl-benzoyl)-1H-quinolin-4-one).